Dataset: the Open Reaction Database (ORD), a public repository of structured organic reaction records. Task: describe an organic reaction: reactants, conditions, products, and yield The yield is 33.8%. The product is C1(CC1)C=1C=C(C(=NC1)N1CCN(CC1)C(=O)C1=C(C=C(C=C1)N1C(CC[C@H]1CO)=O)C)C ((S)-1-{4-[4-(5-cyclopropyl-3-methylpyridin-2-yl)piperazine-1-carbonyl]-3-methylphenyl}-5-hydroxymethylpyrrolidin-2-one). The reactants are OC[C@@H]1CCC(N1)=O ((S)-5-hydroxymethylpyrrolidin-2-one), BrC1=CC(=C(C=C1)C(=O)N1CCN(CC1)C1=NC=C(C=C1C)C1CC1)C ((4-bromo-2-methylphenyl)[4-(5-cyclopropyl-3-methylpyridin-2-yl)piperazin-1-yl]methanone). Procedure details: Using (S)-5-hydroxymethylpyrrolidin-2-one (153 mg) and (4-bromo-2-methylphenyl)[4-(5-cyclopropyl-3-methylpyridin-2-yl)piperazin-1-yl]methanone (500 mg) described in Preparation Example 124 and by the reaction and treatment in the same manner as in Example 1, the title compound (183 mg) was obtained. RXN SMILES: [OH:1][CH2:2][C@H:3]1[NH:7][C:6](=[O:8])[CH2:5][CH2:4]1.Br[C:10]1[CH:15]=[CH:14][C:13]([C:16]([N:18]2[CH2:23][CH2:22][N:21]([C:24]3[C:29]([CH3:30])=[CH:28][C:27]([CH:31]4[CH2:33][CH2:32]4)=[CH:26][N:25]=3)[CH2:20][CH2:19]2)=[O:17])=[C:12]([CH3:34])[CH:11]=1>>[CH:31]1([C:27]2[CH:28]=[C:29]([CH3:30])[C:24]([N:21]3[CH2:22][CH2:23][N:18]([C:16]([C:13]4[CH:14]=[CH:15][C:10]([N:7]5[C@H:3]([CH2:2][OH:1])[CH2:4][CH2:5][C:6]5=[O:8])=[CH:11][C:12]=4[CH3:34])=[O:17])[CH2:19][CH2:20]3)=[N:25][CH:26]=2)[CH2:32][CH2:33]1. The reactants are [H-].[H-].[H-].[H-].[Li+].[Al+3] (LAH), solution, C(C)(C)C=1C=CC(=C(C1)C=1C(=CC(=CC1)C(F)(F)F)C#N)OC (5′-Isopropyl-2′-methoxy-4-(trifluoromethyl)biphenyl-2-carbonitrile). Solvent: CCOCC (Et2O), CCOCC (Et2O). Run at temperature 0 celsius, time 10 minute. Yields the product C(C)(C)C=1C=CC(=C(C1)C1=C(C=C(C=C1)C(F)(F)F)CN)OC (1-[5′-isopropyl-2′-methoxy-4-(trifluoromethyl)biphenyl-2-yl]methanamine). As a reaction SMILES: [CH:1]([C:4]1[CH:5]=[CH:6][C:7]([O:22][CH3:23])=[C:8]([C:10]2[C:11]([C:20]#[N:21])=[CH:12][C:13]([C:16]([F:19])([F:18])[F:17])=[CH:14][CH:15]=2)[CH:9]=1)([CH3:3])[CH3:2].[H-].[H-].[H-].[H-].[Li+].[Al+3]>CCOCC>[CH:1]([C:4]1[CH:5]=[CH:6][C:7]([O:22][CH3:23])=[C:8]([C:10]2[CH:15]=[CH:14][C:13]([C:16]([F:17])([F:18])[F:19])=[CH:12][C:11]=2[CH2:20][NH2:21])[CH:9]=1)([CH3:3])[CH3:2] |f:1.2.3.4.5.6|. Procedure: 5′-Isopropyl-2′-methoxy-4-(trifluoromethyl)biphenyl-2-carbonitrile (996.2 mg, 3.12 mmol) was dissolved in Et2O (33 mL) and cooled to 0° C. LAH (12.49 mL of a 1 M solution in Et2O, 12.49 mmol) was added dropwise by syringe. After stirring at 0° C. for 10 minutes, the reaction was warmed to room temperature and stirred at room temperature for 6 hours. The reaction was then quenched by slow dropwise addition of 1.5 mL of H2O (vigorous evolution of gas), followed by 1.5 mL of 30% NaOH, followed by 3... Reactants: CC(C)(C)OC(=O)NC1CCC(CCNC(=O)OCc2ccccc2)CC1, ClCCl, O=C(O)C(F)(F)F. The product is NC1CCC(CCNC(=O)OCc2ccccc2)CC1. As a reaction SMILES: [C:1]([O:2][C:3](=[O:4])[NH:7][CH:8]1[CH2:9][CH2:10][CH:11]([CH2:14][CH2:15][NH:16][C:17](=[O:18])[O:19][CH2:20][c:21]2[cH:22][cH:23][cH:24][cH:25][cH:26]2)[CH2:12][CH2:13]1)([CH3:5])([CH3:6])[CH3:27].[Cl:35][CH2:36][Cl:37].[F:28][C:29]([F:30])([F:31])[C:32]([OH:33])=[O:34]>>[NH2:7][CH:8]1[CH2:9][CH2:10][CH:11]([CH2:14][CH2:15][NH:16][C:17](=[O:18])[O:19][CH2:20][c:21]2[cH:22][cH:23][cH:24][cH:25][cH:26]2)[CH2:12][CH2:13]1. Solvent: C1=CC=CC=C1 (benzene), C1=CC=CC=C1 (benzene). Product: O=C1NC2=C(N1C1CCN(CC1)CCNC(C1=C(C=C(C=C1)F)OC)=O)C=CC=C2 (N{2-[4-(2,3-dihydro-2-oxo-lH-benzimidazol-1-yl)-1-piperidinyl] ethyl}-4-fluoro-2-methoxybenzamide). Reaction SMILES: [F:1][C:2]1[CH:12]=[CH:11][C:5]([C:6]([N:8]2[CH2:10][CH2:9]2)=[O:7])=[C:4]([O:13][CH3:14])[CH:3]=1.[NH:15]1[CH2:20][CH2:19][CH:18]([N:21]2[C:25]3[CH:26]=[CH:27][CH:28]=[CH:29][C:24]=3[NH:23][C:22]2=[O:30])[CH2:17][CH2:16]1.CO>C1C=CC=CC=1>[O:30]=[C:22]1[N:21]([CH:18]2[CH2:17][CH2:16][N:15]([CH2:9][CH2:10][NH:8][C:6](=[O:7])[C:5]3[CH:11]=[CH:12][C:2]([F:1])=[CH:3][C:4]=3[O:13][CH3:14])[CH2:20][CH2:19]2)[C:25]2[CH:26]=[CH:27][CH:28]=[CH:29][C:24]=2[NH:23]1. Procedure: A mixture of 8 parts of 1-(4-fluor-2-methoxybenzoyl)-aziridine, 3.8 parts of 1,3-dihydro-1-(4-piperidinyl)-2H-benzimidazol-2-one, 54 parts of benzene and 8 parts of methanol is stirred and refluxed for 1.50 hours. The reaction mixture is cooled and 90 parts of benzene are added. The whole is washed with water and the layers are separated. The organic phase is dried, filtered and evaporated. The residue is crystallized from 2-propanone. The product is filtered off and dried, yielding 4 parts of N... Starting materials: FC1=CC(=C(C(=O)N2CC2)C=C1)OC (1-(4-fluor-2-methoxybenzoyl)-aziridine), N1CCC(CC1)N1C(NC2=C1C=CC=C2)=O (1,3-dihydro-1-(4-piperidinyl)-2H-benzimidazol-2-one), CO (methanol). Starting materials: O=C(Cl)CCl, Nc1cccnc1, [Na+], [OH-], O. Product: O=C(CCl)Nc1cccnc1. As a reaction SMILES: [Cl:10][CH2:11][C:12](=[O:13])[Cl:14].[NH2:1][c:2]1[cH:3][n:4][cH:5][cH:6][cH:7]1.[Na+:9].[OH-:8].[OH2:15]>>[NH:1]([c:2]1[cH:3][n:4][cH:5][cH:6][cH:7]1)[C:12]([CH2:11][Cl:10])=[O:13].